From a dataset of the Open Reaction Database (ORD), a public repository of structured organic reaction records. describe an organic reaction: reactants, conditions, products, and yield Reagents/catalysts: C=1C=CC(=CC1)[P](C=2C=CC=CC2)(C=3C=CC=CC3)[Pd]([P](C=4C=CC=CC4)(C=5C=CC=CC5)C=6C=CC=CC6)([P](C=7C=CC=CC7)(C=8C=CC=CC8)C=9C=CC=CC9)[P](C=1C=CC=CC1)(C=1C=CC=CC1)C=1C=CC=CC1 (Pd(PPh3)4), O (water). Reaction conditions: temperature 90 celsius, time 20 minute. The reactants are ClC1=NC2=CC=C(C=C2N=C1N(C)C(C)C)C(=O)OC (methyl 2-chloro-3-(isopropyl(methyl)amino)quinoxaline-6-carboxylate), N1N=CC2=CC(=CC=C12)B(O)O (1H-indazol-5-ylboronic acid), [O-]P(=O)([O-])[O-].[K+].[K+].[K+] (K3PO4). Run in O1CCOCC1 (1,4-dioxane), O (water). The product is N1N=CC2=CC(=CC=C12)C1=NC2=CC=C(C=C2N=C1N(C)C(C)C)C(=O)OC (methyl 2-(1H-indazol-5-yl)-3-(isopropyl(methyl)amino)quinoxaline-6-carboxylate). The yield is 43.1%. As a reaction SMILES: Cl[C:2]1[C:11]([N:12]([CH:14]([CH3:16])[CH3:15])[CH3:13])=[N:10][C:9]2[C:4](=[CH:5][CH:6]=[C:7]([C:17]([O:19][CH3:20])=[O:18])[CH:8]=2)[N:3]=1.[NH:21]1[C:29]2[C:24](=[CH:25][C:26](B(O)O)=[CH:27][CH:28]=2)[CH:23]=[N:22]1.[O-]P([O-])([O-])=O.[K+].[K+].[K+]>O1CCOCC1.O.C1C=CC([P]([Pd]([P](C2C=CC=CC=2)(C2C=CC=CC=2)C2C=CC=CC=2)([P](C2C=CC=CC=2)(C2C=CC=CC=2)C2C=CC=CC=2)[P](C2C=CC=CC=2)(C2C=CC=CC=2)C2C=CC=CC=2)(C2C=CC=CC=2)C2C=CC=CC=2)=CC=1>[NH:21]1[C:29]2[C:24](=[CH:25][C:26]([C:2]3[C:11]([N:12]([CH:14]([CH3:16])[CH3:15])[CH3:13])=[N:10][C:9]4[C:4](=[CH:5][CH:6]=[C:7]([C:17]([O:19][CH3:20])=[O:18])[CH:8]=4)[N:3]=3)=[CH:27][CH:28]=2)[CH:23]=[N:22]1 |f:2.3.4.5,^1:51,53,72,91|. Procedure details: To a solution of methyl 2-chloro-3-(isopropyl(methyl)amino)quinoxaline-6-carboxylate (Scheme I, 200.0 mg, 0.68 mmol) in 1,4-dioxane (1 mL), was added 1H-indazol-5-ylboronic acid (386.0 mg, 2.38 mmol), K3PO4 (434.0 mg, 2.05 mmol), Pd(PPh3)4 (39.0 mg, 0.03 mmol) under nitrogen atmosphere and water (3 drops). After stirring for 20 min at 90° C., the reaction mixture was dissolved in water (30 mL), extracted with dichloromethane (3×20 mL), dried over anhydrous magnesium sulfate and concentrated unde...